This data is from the Open Reaction Database (ORD), a public repository of structured organic reaction records. The task is: describe an organic reaction: reactants, conditions, products, and yield Isolated yield 79.6%. Procedure: A mixture of 9.2 g of ethyl 3-methyl-4-oxo-2-phenyl-4H-1-benzopyran-8-carboxylate (prepared as described by Da Re et al., J. Med. Chem., 2, 263 (1960)), 6.4 g of N-bromosuccinimide and 0.04 g of benzoylperoxide in 80 ml of anhydrous carbon tetrachloride was stirred at reflux for 1.5 hours. After cooling to room temperature the formed succinimide was collected by suction and washed with cold carbon tetrachloride. The mother liquors were evaporated to dryness in vacuo and the residue was rinsed wi... Reagents/catalysts: C(C1=CC=CC=C1)(=O)OOC(C1=CC=CC=C1)=O (benzoylperoxide). Reactants: CC1=C(OC2=C(C1=O)C=CC=C2C(=O)OCC)C2=CC=CC=C2 (ethyl 3-methyl-4-oxo-2-phenyl-4H-1-benzopyran-8-carboxylate), BrN1C(CCC1=O)=O (N-bromosuccinimide), C1(CCC(N1)=O)=O (succinimide). The solvent is C(Cl)(Cl)(Cl)Cl (carbon tetrachloride). Yields the product BrCC1=C(OC2=C(C1=O)C=CC=C2C(=O)OCC)C2=CC=CC=C2 (Ethyl 3-bromomethyl-4-oxo-2-phenyl-4H-1-benzopyran-8-carboxylate). As a reaction SMILES: [CH3:1][C:2]1[C:7](=[O:8])[C:6]2[CH:9]=[CH:10][CH:11]=[C:12]([C:13]([O:15][CH2:16][CH3:17])=[O:14])[C:5]=2[O:4][C:3]=1[C:18]1[CH:23]=[CH:22][CH:21]=[CH:20][CH:19]=1.[Br:24]N1C(=O)CCC1=O.C1(=O)NC(=O)CC1>C(Cl)(Cl)(Cl)Cl.C(OOC(=O)C1C=CC=CC=1)(=O)C1C=CC=CC=1>[Br:24][CH2:1][C:2]1[C:7](=[O:8])[C:6]2[CH:9]=[CH:10][CH:11]=[C:12]([C:13]([O:15][CH2:16][CH3:17])=[O:14])[C:5]=2[O:4][C:3]=1[C:18]1[CH:23]=[CH:22][CH:21]=[CH:20][CH:19]=1. The yield is 53.8%. Starting materials: ClC=1N=C(NC1CC)C(=O)N[C@@H]1[C@@H](CN(CC1)C(=O)OC(C)(C)C)N1CCCC1 (tert-butyl cis(±)-4-{[(4-chloro-5-ethyl-1H-imidazol-2-yl)carbonyl]amino}-3-pyrrolidin-1-ylpiperidine-1-carboxylate), C([O-])([O-])=O.[Na+].[Na+] (sodium carbonate), Cl.O1CCOCC1 (hydrochloric acid 1,4-dioxane), BrC=1SC2=C(N1)C=CC=C2C(=O)OCC (ethyl 2-bromo-1,3-benzothiazole-7-carboxylate). RXN SMILES: [Cl:1][C:2]1[N:3]=[C:4]([C:9]([NH:11][C@H:12]2[CH2:17][CH2:16][N:15](C(OC(C)(C)C)=O)[CH2:14][C@H:13]2[N:25]2[CH2:29][CH2:28][CH2:27][CH2:26]2)=[O:10])[NH:5][C:6]=1[CH2:7][CH3:8].Cl.O1CCOCC1.Br[C:38]1[S:39][C:40]2[C:46]([C:47]([O:49][CH2:50][CH3:51])=[O:48])=[CH:45][CH:44]=[CH:43][C:41]=2[N:42]=1.C(=O)([O-])[O-].[Na+].[Na+]>>[Cl:1][C:2]1[N:3]=[C:4]([C:9]([NH:11][C@H:12]2[CH2:17][CH2:16][N:15]([C:38]3[S:39][C:40]4[C:46]([C:47]([O:49][CH2:50][CH3:51])=[O:48])=[CH:45][CH:44]=[CH:43][C:41]=4[N:42]=3)[CH2:14][C@H:13]2[N:25]2[CH2:26][CH2:27][CH2:28][CH2:29]2)=[O:10])[NH:5][C:6]=1[CH2:7][CH3:8] |f:1.2,4.5.6|. Yields the product ClC=1N=C(NC1CC)C(=O)N[C@@H]1[C@@H](CN(CC1)C=1SC2=C(N1)C=CC=C2C(=O)OCC)N2CCCC2 (Ethyl cis(±)-2-(4-{[(4-chloro-5-ethyl-1H-imidazol-2-yl)carbonyl]amino}-3-pyrrolidin-1-ylpiperidin-1-yl)-1,3-benzothiazole-7-carboxylate). Procedure details: The same operation as in Example (196c) was performed using tert-butyl cis(±)-4-{[(4-chloro-5-ethyl-1H-imidazol-2-yl)carbonyl]amino}-3-pyrrolidin-1-ylpiperidine-1-carboxylate obtained in Example (201d) (21.0 mg, 0.049 mmol), 4 N hydrochloric acid/1,4-dioxane (2 mL), ethyl 2-bromo-1,3-benzothiazole-7-carboxylate obtained in Example (1f) (16 mg, 0.054 mmol) and sodium carbonate (52 mg, 0.493 mmol), to obtain 14 mg of the title compound (54%) as a pale yellow oily substance. The reactants are [N+](=O)([O-])C1=C(C(=CC=C1)C)C (3-nitro-o-xylene), [K] (potassium), C(C(=O)OCC)(=O)OCC (Diethyl oxalate). Run in CCOCC (ether), CCOCC (ether), CCOCC (ether). The product is CC1=C(C(=CC=C1)[N+](=O)[O-])CC(=O)O (2-methyl-6-nitrophenylacetic acid). Isolated yield 45.0%. Reaction SMILES: [C:1]([O:8]CC)(=[O:7])[C:2](OCC)=O.[K].[N+:12]([C:15]1[CH:20]=[CH:19][CH:18]=[C:17]([CH3:21])[C:16]=1C)([O-:14])=[O:13]>CCOCC>[CH3:21][C:17]1[CH:18]=[CH:19][CH:20]=[C:15]([N+:12]([O-:14])=[O:13])[C:16]=1[CH2:2][C:1]([OH:8])=[O:7] |^1:10|. Procedure details: Diethyl oxalate (30 mL) in 20 mL dry ether was added with stirring to 19 g potassium eethoxide suspended in 50 mL of dry ether. The mixture was cooled in an ice bath and 20 mL of 3-nitro-o-xylene in 20 mL of dry ether was slowly added. The thick dark red mixture was heated to reflux for 0.5 hr, concentrated to a dark red solid, and treated with 10% sodium hydroxide until almost all of the solid dissolved. The dark red mixture was treated with 30% hydrogen peroxide until the red color changed to ... The reactants are CCO, COC(=O)C(C)Oc1cc(OC)c(Cl)cc1Cl, Cl, [Na+], [OH-]. The product is COc1cc(OC(C)C(=O)O)c(Cl)cc1Cl. As a reaction SMILES: [CH3:21][CH2:22][OH:23].[Cl:3][c:4]1[c:5]([O:6][CH:7]([C:8](=[O:9])[O:10][CH3:11])[CH3:12])[cH:13][c:14]([O:18][CH3:19])[c:15]([Cl:17])[cH:16]1.[ClH:20].[Na+:2].[OH-:1]>>[Cl:3][c:4]1[c:5]([O:6][CH:7]([C:8](=[O:9])[OH:10])[CH3:12])[cH:13][c:14]([O:18][CH3:19])[c:15]([Cl:17])[cH:16]1. As a reaction SMILES: [F:1][C:2]1[CH:7]=[CH:6][C:5]([NH:8][NH2:9])=[CH:4][CH:3]=1.[N:10]1([CH2:16][CH2:17][O:18][C:19]2[CH:20]=[C:21]([CH:35]=[CH:36][CH:37]=2)[C:22]([C:24](=[CH:27]NC2C=CC=CC=2)[C:25]#[N:26])=[O:23])[CH2:15][CH2:14][O:13][CH2:12][CH2:11]1>C(O)C.O>[NH2:26][C:25]1[N:8]([C:5]2[CH:6]=[CH:7][C:2]([F:1])=[CH:3][CH:4]=2)[N:9]=[CH:27][C:24]=1[C:22](=[O:23])[C:21]1[CH:35]=[CH:36][CH:37]=[C:19]([O:18][CH2:17][CH2:16][N:10]2[CH2:11][CH2:12][O:13][CH2:14][CH2:15]2)[CH:20]=1. Procedure: A mixture of 4-fluorophenylhydrazine (1.0 g, 6.8 mmol) and 2-[3-(2-morpholin-4-ylethoxy)-benzoyl]-3-phenylaminoacrylonitrile (2.0 g, 5.3 mmol) in ethanol (30 ml) was heated at reflux under a nitrogen atmosphere. After 6 h, the reaction mixture was cooled to room temperature and diluted with water. The product was extracted into ethyl acetate and the organic layer was washed with brine, dried over sodium sulfate and concentrated in vacuo. Purification by flash chromatography (elution gradient: CH... Conditions: time 6 hour. The solvent is C(C)O (ethanol), O (water). The product is NC1=C(C=NN1C1=CC=C(C=C1)F)C(C1=CC(=CC=C1)OCCN1CCOCC1)=O (5-amino-1-(4-fluorophenyl)-4-[3-(2-morpholin-4-ylethoxy)benzoyl]pyrazole). Starting materials: FC1=CC=C(C=C1)NN (4-fluorophenylhydrazine), N1(CCOCC1)CCOC=1C=C(C(=O)C(C#N)=CNC2=CC=CC=C2)C=CC1 (2-[3-(2-morpholin-4-ylethoxy)-benzoyl]-3-phenylaminoacrylonitrile). Reactants: C1CCOC1, [N-]=[N+]=NCc1cnc(C(F)(F)F)nc1, O, c1ccc(P(c2ccccc2)c2ccccc2)cc1. Yields the product NCc1cnc(C(F)(F)F)nc1. RXN SMILES: [CH2:35]1[O:36][CH2:37][CH2:38][CH2:39]1.[N:1](=[N+:2]=[N-:3])[CH2:4][c:5]1[cH:6][n:7][c:8]([C:11]([F:12])([F:13])[F:14])[n:9][cH:10]1.[OH2:34].[c:15]1([P:16]([c:17]2[cH:18][cH:19][cH:20][cH:21][cH:22]2)[c:23]2[cH:24][cH:25][cH:26][cH:27][cH:28]2)[cH:29][cH:30][cH:31][cH:32][cH:33]1>>[NH2:1][CH2:4][c:5]1[cH:6][n:7][c:8]([C:11]([F:12])([F:13])[F:14])[n:9][cH:10]1.